Dataset: the Open Reaction Database (ORD), a public repository of structured organic reaction records. Task: describe an organic reaction: reactants, conditions, products, and yield Reactants: C1(CCCCC1)C(C=O)C (2-cyclohexylpropanal), C(OC)([O-])[O-] (methyl orthoformate), [Cl-].[NH4+] (ammoniumchloride), CO (methanol). Run at time 12 hour. Yields the product COC(C(C)C1CCCCC1)OC (2-cyclohexylpropanal dimethylacetal). RXN SMILES: [CH:1]1([CH:7]([CH3:10])[CH:8]=[O:9])[CH2:6][CH2:5][CH2:4][CH2:3][CH2:2]1.[CH:11]([O-])([O-])[O:12]C.[Cl-].[NH4+].[CH3:18]O>>[CH3:18][O:9][CH:8]([O:12][CH3:11])[CH:7]([CH:1]1[CH2:6][CH2:5][CH2:4][CH2:3][CH2:2]1)[CH3:10] |f:2.3|. Procedure details: Into a 200 ml round bottom flask 50 ml of methanol, 30.0 g of 2-cyclohexylpropanal, 36.1 g of methyl orthoformate, and 0.5 g of ammoniumchloride were charged and the mixture was stirred at room temperature for 12 hours. After washing the resulting reaction mixture with water, the residue was distilled to prepare 37.5 g of Compound No. 4 (purity: 99.3%, boiling point: 83° C./5 mmHg). The compound was a colorless, transparent liquid having a floral and fruity odor. Starting materials: NC(=O)c1ncn2c1C1CCCN1C(=O)c1cc(F)ccc1-2, O=C(OC(=O)C(F)(F)F)C(F)(F)F, C1COCCO1, O, c1ccncc1. The product is N#Cc1ncn2c1C1CCCN1C(=O)c1cc(F)ccc1-2. RXN SMILES: [F:1][c:2]1[cH:3][cH:4][c:5]2[c:6]([cH:22]1)[C:7](=[O:21])[N:8]1[CH:9]([c:10]3[n:11]-2[cH:12][n:13][c:14]3[C:15](=[O:16])[NH2:17])[CH2:18][CH2:19][CH2:20]1.[F:29][C:30]([F:31])([F:32])[C:33]([O:34][C:35](=[O:36])[C:37]([F:38])([F:39])[F:40])=[O:41].[O:43]1[CH2:44][CH2:45][O:46][CH2:47][CH2:48]1.[OH2:42].[cH:23]1[cH:24][cH:25][n:26][cH:27][cH:28]1>>[F:1][c:2]1[cH:3][cH:4][c:5]2[c:6]([cH:22]1)[C:7](=[O:21])[N:8]1[CH:9]([c:10]3[n:11]-2[cH:12][n:13][c:14]3[C:15]#[N:17])[CH2:18][CH2:19][CH2:20]1. The reactants are CCCCCCCCCCBr, Cc1n[nH]c(C)n1, CN(C)C=O, [Na+], [OH-], O. The product is CCCCCCCCCCn1nc(C)nc1C. Reaction SMILES: [Br:8][CH2:9][CH2:10][CH2:11][CH2:12][CH2:13][CH2:14][CH2:15][CH2:16][CH2:17][CH3:18].[CH3:1][c:2]1[n:3][nH:4][c:5]([CH3:7])[n:6]1.[CH3:21][N:22]([CH3:23])[CH:24]=[O:25].[Na+:20].[OH-:19].[OH2:26]>>[CH3:1][c:2]1[n:3]([CH2:9][CH2:10][CH2:11][CH2:12][CH2:13][CH2:14][CH2:15][CH2:16][CH2:17][CH3:18])[n:4][c:5]([CH3:7])[n:6]1. Reactants: C(C(C)(C)C)(=O)O.C=S1C(C(N2C(C(C12)=O)=O)C(=O)O)(C)C (methylene-6,7-dioxo-3,3-dimethyl-4-thia-1-azabicyclo[3.2.0]heptane-2-carboxylate pivalate), C(C)OC(=O)C1=C(C=CC=C1)P(C1=CC=CC=C1)(C1=CC=CC=C1)=CC(C=NOC)=O (ethoxycarbonyl(methoxyimino)acetylmethylenetriphenylphosphorane). The solvent is C1=CC=CC=C1 (benzene). Reaction conditions: time 10 minute. The product is C(C(C)(C)C)(=O)O.CC1(C(N2C(CC2S1)=O)C(=O)O)C (3,3-dimethyl-7-oxo-4-thia-1-aza-bicyclo[3.2.0]heptane-2-carboxylate pivalate). As a reaction SMILES: [C:1]([OH:7])(=[O:6])[C:2]([CH3:5])([CH3:4])[CH3:3].C=[S:9]1[CH:15]2[N:12]([C:13](=[O:17])[C:14]2=O)[CH:11]([C:18]([OH:20])=[O:19])[C:10]1([CH3:22])[CH3:21].C(OC(C1C=CC=CC=1P(=CC(=O)C=NOC)(C1C=CC=CC=1)C1C=CC=CC=1)=O)C>C1C=CC=CC=1>[C:1]([OH:7])(=[O:6])[C:2]([CH3:5])([CH3:4])[CH3:3].[CH3:21][C:10]1([CH3:22])[S:9][CH:15]2[N:12]([C:13](=[O:17])[CH2:14]2)[CH:11]1[C:18]([OH:20])=[O:19] |f:0.1,4.5|. Procedure: A solution of 6.6 g of methylene-6,7-dioxo-3,3-dimethyl-4-thia-1-azabicyclo[3.2.0]heptane-2-carboxylate pivalate in 150 ml of benzene is treated at room temperature with 11 g of ethoxycarbonyl(methoxyimino)acetylmethylenetriphenylphosphorane. After 10 minutes, the reaction mixture is evaporated. The residue is chromatographed on silica gel while eluting with cyclohexane/ethyl acetate (6:4). There is obtained methylene-(2S,5R)-6-[3-ethoxycarbonyl)-2-(Z)-(methoxyimino)acetonylidene]-3,3-dimethyl-7... The reactants are CCN=C=NCCCN(C)C.Cl (EDCl), C=1C=CC2=C(C1)N=NN2O (HOBt), CN1CCOCC1 (4-methylmorpholine), NC=1C=C(C#N)C=CC1 (3-aminobenzonitrile), COC1=CC=C(C(=O)O)C=C1 (4-methoxybenzoic acid). The solvent is CN(C)C=O (DMF), O (water). Run at time 15 minute. Product: C(#N)C=1C=C(C=CC1)NC(C1=CC=C(C=C1)OC)=O (N-(3-Cyano-phenyl)-4-methoxy-benzamide). RXN SMILES: [CH3:1][O:2][C:3]1[CH:11]=[CH:10][C:6]([C:7]([OH:9])=O)=[CH:5][CH:4]=1.CCN=C=NCCCN(C)C.Cl.C1C=CC2N(O)N=NC=2C=1.CN1CCOCC1.[NH2:41][C:42]1[CH:43]=[C:44]([CH:47]=[CH:48][CH:49]=1)[C:45]#[N:46]>CN(C=O)C.O>[C:45]([C:44]1[CH:43]=[C:42]([NH:41][C:7](=[O:9])[C:6]2[CH:5]=[CH:4][C:3]([O:2][CH3:1])=[CH:11][CH:10]=2)[CH:49]=[CH:48][CH:47]=1)#[N:46] |f:1.2|. Reported procedure: 5.0 g (33 mmol) 4-methoxybenzoic acid were dissolved in 50 ml DMF. 12.8 g (66 mmol) EDCl, 9.2 g (66 mmol) HOBt and 14.8 ml (132 mmol) 4-methylmorpholine were added and the mixture was stirred for 15 min. Subsequently, 3.9 g (33 mmol) 3-aminobenzonitrile were added and the mixture was stirred for 48 h at room temperature and 6 h at 80° C. The reaction mixture was poured in 500 ml water and the precipitate was filtered, washed and dried. Reactants: COC(=O)CC(=O)OC, CS(C)=O, [Cl-], O=[N+]([O-])c1cccc(Nc2cccc(F)c2[N+](=O)[O-])c1, [H-], [NH4+], [Na+]. Yields the product COC(=O)C(C(=O)OC)c1cccc(Nc2cccc([N+](=O)[O-])c2)c1[N+](=O)[O-]. RXN SMILES: [C:3]([CH2:4][C:5](=[O:6])[O:7][CH3:8])(=[O:9])[O:10][CH3:11].[CH3:34][S:35]([CH3:36])=[O:37].[Cl-:32].[F:12][c:13]1[c:14]([N+:29](=[O:30])[O-:31])[c:15]([NH:19][c:20]2[cH:21][c:22]([N+:26](=[O:27])[O-:28])[cH:23][cH:24][cH:25]2)[cH:16][cH:17][cH:18]1.[H-:2].[NH4+:33].[Na+:1]>>[C:3]([CH:4]([C:5](=[O:6])[O:7][CH3:8])[c:13]1[c:14]([N+:29](=[O:30])[O-:31])[c:15]([NH:19][c:20]2[cH:21][c:22]([N+:26](=[O:27])[O-:28])[cH:23][cH:24][cH:25]2)[cH:16][cH:17][cH:18]1)(=[O:9])[O:10][CH3:11].